This data is from the Open Reaction Database (ORD), a public repository of structured organic reaction records. The task is: describe an organic reaction: reactants, conditions, products, and yield The reactants are C(C)(=O)OC1=CC(=C(CN(C(C)=O)C2=NC(=CC=C2[N+](=O)[O-])Br)C=C1)Cl (2-[N-(4-acetoxy-2-chlorobenzyl)acetamido]-6-bromo-3-nitropyridine), C(C)(=O)O (acetic acid), reduced iron, C(Cl)(Cl)Cl.CO (chloroform methanol), 10/1. The solvent is C(C)O (ethanol). Reaction conditions: temperature 110 celsius. Yields the product BrC1=CC=C2C(=N1)N(C(=N2)C)CC2=C(C=C(C=C2)O)Cl (5-bromo-3-(2-chloro-4-hydroxybenzyl)-2-methyl-3H-imidazo[4,5-b]pyridine). Yield: 102.0%. Reaction SMILES: C([O:4][C:5]1[CH:25]=[CH:24][C:8]([CH2:9][N:10]([C:14]2[C:19]([N+:20]([O-])=O)=[CH:18][CH:17]=[C:16]([Br:23])[N:15]=2)[C:11](=O)[CH3:12])=[C:7]([Cl:26])[CH:6]=1)(=O)C.C(O)(=O)C.C(Cl)(Cl)Cl.CO>C(O)C>[Br:23][C:16]1[N:15]=[C:14]2[N:10]([CH2:9][C:8]3[CH:24]=[CH:25][C:5]([OH:4])=[CH:6][C:7]=3[Cl:26])[C:11]([CH3:12])=[N:20][C:19]2=[CH:18][CH:17]=1 |f:2.3|. Reported procedure: To a solution of 2-[N-(4-acetoxy-2-chlorobenzyl)acetamido]-6-bromo-3-nitropyridine (1.28 g) in ethanol (13 ml) were added acetic acid (1.5 ml) and reduced iron powder (646 mg), and the mixture was refluxed under heating at 110° C. for 15 hr. After allowing to cool, chloroform/methanol=10/1 (15 ml) was added and the mixture was stirred under ice-cooling. The insoluble matter was filtered off and the filtrate was concentrated. A saturated aqueous sodium hydrogen carbonate solution (5 ml) and chlor... Procedure: A mixture of (4S,5R)-3-{[5-(5-chloro-2-methoxypyridin-3-yl)-2-(methylsulfanyl)pyrimidin-4-yl]methyl}-5-[3-fluoro-5-(trifluoromethyl)phenyl]-4-methyl-1,3-oxazolidin-2-one (INTERMEDIATE 18, 211 mg, 0.389 mmol), bis(pinacolato)diboron (296 mg, 1.17 mmol), and potassium acetate (114 mg, 1.17 mmol) in N,N-dimethylacetamide (2.0 mL) was degassed three times with nitrogen gas before the addition of (2-dicyclohexylphosphino-2′,4′,6′-triisopropyl-1,1′-biphenyl)[2-(2-aminoethyl)phenyl)]palladium(II) chlor... As a reaction SMILES: Cl[C:2]1[CH:3]=[C:4]([C:10]2[C:11]([CH2:18][N:19]3[C@@H:23]([CH3:24])[C@@H:22]([C:25]4[CH:30]=[C:29]([C:31]([F:34])([F:33])[F:32])[CH:28]=[C:27]([F:35])[CH:26]=4)[O:21][C:20]3=[O:36])=[N:12][C:13]([S:16][CH3:17])=[N:14][CH:15]=2)[C:5]([O:8][CH3:9])=[N:6][CH:7]=1.B1(B2OC(C)(C)C(C)(C)O2)OC(C)(C)C(C)(C)O1.C([O-])(=O)C.[K+].Br[C:61]1[C:70]([CH3:71])=[CH:69][C:64]([C:65]([O:67][CH3:68])=[O:66])=[CH:63][C:62]=1[CH3:72].C(=O)([O-])[O-].[K+].[K+]>CN(C)C(=O)C.[Pd](Cl)Cl.[Pd](Cl)Cl.C(P(C(C)(C)C)[C-]1C=CC=C1)(C)(C)C.[C-]1(P(C(C)(C)C)C(C)(C)C)C=CC=C1.[Fe+2]>[F:35][C:27]1[CH:26]=[C:25]([C@H:22]2[O:21][C:20](=[O:36])[N:19]([CH2:18][C:11]3[C:10]([C:4]4[CH:3]=[C:2]([C:61]5[C:70]([CH3:71])=[CH:69][C:64]([C:65]([O:67][CH3:68])=[O:66])=[CH:63][C:62]=5[CH3:72])[CH:7]=[N:6][C:5]=4[O:8][CH3:9])=[CH:15][N:14]=[C:13]([S:16][CH3:17])[N:12]=3)[C@H:23]2[CH3:24])[CH:30]=[C:29]([C:31]([F:34])([F:33])[F:32])[CH:28]=1 |f:2.3,5.6.7,10.11.12.13|. Reagents/catalysts: [Pd](Cl)Cl.C(C)(C)(C)P([C-]1C=CC=C1)C(C)(C)C.[C-]1(C=CC=C1)P(C(C)(C)C)C(C)(C)C.[Fe+2] (1,1′-bis(di-tert-butylphosphino)ferrocene palladium dichloride), [Pd](Cl)Cl (palladium(II) chloride). The reactants are BrC1=C(C=C(C(=O)OC)C=C1C)C (methyl 4-bromo-3,5-dimethylbenzoate), C([O-])([O-])=O.[K+].[K+] (potassium carbonate), ClC=1C=C(C(=NC1)OC)C=1C(=NC(=NC1)SC)CN1C(O[C@@H]([C@@H]1C)C1=CC(=CC(=C1)C(F)(F)F)F)=O ((4S,5R)-3-{[5-(5-chloro-2-methoxypyridin-3-yl)-2-(methylsulfanyl)pyrimidin-4-yl]methyl}-5-[3-fluoro-5-(trifluoromethyl)phenyl]-4-methyl-1,3-oxazolidin-2-one), ClC=1C=C(C(=NC1)OC)C=1C(=NC(=NC1)SC)CN1C(O[C@@H]([C@@H]1C)C1=CC(=CC(=C1)C(F)(F)F)F)=O ((4S,5R)-3-{[5-(5-chloro-2-methoxypyridin-3-yl)-2-(methylsulfanyl)pyrimidin-4-yl]methyl}-5-[3-fluoro-5-(trifluoromethyl)phenyl]-4-methyl-1,3-oxazolidin-2-one), B1(OC(C(O1)(C)C)(C)C)B2OC(C(O2)(C)C)(C)C (bis(pinacolato)diboron), C(C)(=O)[O-].[K+] (potassium acetate), (2-dicyclohexylphosphino-2′,4′,6′-triisopropyl-1,1′-biphenyl)[2-(2-aminoethyl)phenyl). Run in CN(C(C)=O)C (N,N-dimethylacetamide). Run at temperature 130 celsius. Isolated yield 60.7%. Yields the product FC=1C=C(C=C(C1)C(F)(F)F)[C@@H]1[C@@H](N(C(O1)=O)CC1=NC(=NC=C1C=1C=C(C=NC1OC)C1=C(C=C(C(=O)OC)C=C1C)C)SC)C (methyl 4-{5-[4-({(4S,5R)-5-[3-fluoro-5-(trifluoromethyl)phenyl]-4-methyl-2-oxo-1,3-oxazolidin-3-yl}methyl)-2-(methylsulfanyl)pyrimidin-5-yl]-6-methoxypyridin-3-yl}-3,5-dimethylbenzoate).